describe an organic reaction: reactants, conditions, products, and yield From a dataset of the Open Reaction Database (ORD), a public repository of structured organic reaction records. Starting materials: NC1=NC2=C(C=3C=C(C=NC13)CCC1=CC=C(C=C1)C(C)=O)C=CC(=C2)C (1-(4-(2-(5-amino-8-methylbenzo[f][1,7]naphthyridin-2-yl)ethyl)phenyl)ethanone), NC1=CC=C(C=C1)O (4-aminophenol), C(=O)(C(F)(F)F)O (TFA). Run in C(C)(=O)O (acetic acid). The product is NC1=NC2=C(C=3C=C(C=NC13)CCC1=CC=C(C=C1)C(C)NC1=CC=C(C=C1)O)C=CC(=C2)C (4-(1-(4-(2-(5-Amino-8-methylbenzo[f][1,7]naphthyridin-2-yl)ethyl)phenyl)ethylamino)phenol). RXN SMILES: [NH2:1][C:2]1[C:11]2[N:10]=[CH:9][C:8]([CH2:12][CH2:13][C:14]3[CH:19]=[CH:18][C:17]([C:20](=O)[CH3:21])=[CH:16][CH:15]=3)=[CH:7][C:6]=2[C:5]2[CH:23]=[CH:24][C:25]([CH3:27])=[CH:26][C:4]=2[N:3]=1.[NH2:28][C:29]1[CH:34]=[CH:33][C:32]([OH:35])=[CH:31][CH:30]=1.C(O)(C(F)(F)F)=O>C(O)(=O)C>[NH2:1][C:2]1[C:11]2[N:10]=[CH:9][C:8]([CH2:12][CH2:13][C:14]3[CH:19]=[CH:18][C:17]([CH:20]([NH:28][C:29]4[CH:34]=[CH:33][C:32]([OH:35])=[CH:31][CH:30]=4)[CH3:21])=[CH:16][CH:15]=3)=[CH:7][C:6]=2[C:5]2[CH:23]=[CH:24][C:25]([CH3:27])=[CH:26][C:4]=2[N:3]=1. Procedure: 4-(1-(4-(2-(5-Amino-8-methylbenzo[f][1,7]naphthyridin-2-yl)ethyl)phenyl)ethylamino)phenol was prepared from 1-(4-(2-(5-amino-8-methylbenzo[f][1,7]naphthyridin-2-yl)ethyl)phenyl)ethanone (from Example 171) and 4-aminophenol following the procedures described for Example 187, except that in this case, acetic acid was used instead of triethylamine (28%). 1H NMR (Acetone-d6) TFA Salt: δ 8.83 (s, 1H), 8.73 (s, 1H), 8.33 (d, 1H), 7.44 (s, 1H), 7.40 (d, 2H), 7.36 (d, 1H), 7.24 (d, 2H), 7.10 (d, 2H), 6.... Reactants: CCOc1cc(C(C)(C)C)c(Cl)cc1C1=NC(c2ccc(Cl)cc2)C(c2ccc(Cl)cc2)N1C(=O)Cl, O=C1CNCCN1. Product: CCOc1cc(C(C)(C)C)c(Cl)cc1C1=NC(c2ccc(Cl)cc2)C(c2ccc(Cl)cc2)N1C(=O)N1CCNC(=O)C1. Reaction SMILES: [C:1]([CH3:2])([CH3:3])([CH3:4])[c:5]1[cH:6][c:7]([O:34][CH2:35][CH3:36])[c:8]([C:12]2=[N:16][CH:15]([c:17]3[cH:18][cH:19][c:20]([Cl:23])[cH:21][cH:22]3)[CH:14]([c:24]3[cH:25][cH:26][c:27]([Cl:30])[cH:28][cH:29]3)[N:13]2[C:31](=[O:32])[Cl:33])[cH:9][c:10]1[Cl:11].[NH:37]1[C:38](=[O:43])[CH2:39][NH:40][CH2:41][CH2:42]1>>[C:1]([CH3:2])([CH3:3])([CH3:4])[c:5]1[cH:6][c:7]([O:34][CH2:35][CH3:36])[c:8]([C:12]2=[N:16][CH:15]([c:17]3[cH:18][cH:19][c:20]([Cl:23])[cH:21][cH:22]3)[CH:14]([c:24]3[cH:25][cH:26][c:27]([Cl:30])[cH:28][cH:29]3)[N:13]2[C:31](=[O:32])[N:40]2[CH2:39][C:38](=[O:43])[NH:37][CH2:42][CH2:41]2)[cH:9][c:10]1[Cl:11].